Dataset: the Open Reaction Database (ORD), a public repository of structured organic reaction records. Task: describe an organic reaction: reactants, conditions, products, and yield Reactants: O=S(=O)(NC1CC1)c1cccc(-c2ccc3cnc(O)nn23)c1, COc1cc2c(cc1N)CCN(CC(C)O)CC2. The product is COc1cc2c(cc1Nc1ncc3ccc(-c4cccc(S(=O)(=O)NC5CC5)c4)n3n1)CCN(CC(C)O)CC2. As a reaction SMILES: [CH:1]1([NH:4][S:5](=[O:6])(=[O:7])[c:8]2[cH:9][c:10](-[c:14]3[cH:15][cH:16][c:17]4[cH:18][n:19][c:20]([OH:23])[n:21][n:22]34)[cH:11][cH:12][cH:13]2)[CH2:2][CH2:3]1.[NH2:24][c:25]1[cH:26][c:27]2[c:28]([cH:38][c:39]1[O:40][CH3:41])[CH2:29][CH2:30][N:31]([CH2:34][CH:35]([CH3:36])[OH:37])[CH2:32][CH2:33]2>>[CH:1]1([NH:4][S:5](=[O:6])(=[O:7])[c:8]2[cH:9][c:10](-[c:14]3[cH:15][cH:16][c:17]4[cH:18][n:19][c:20]([NH:24][c:25]5[cH:26][c:27]6[c:28]([cH:38][c:39]5[O:40][CH3:41])[CH2:29][CH2:30][N:31]([CH2:34][CH:35]([CH3:36])[OH:37])[CH2:32][CH2:33]6)[n:21][n:22]34)[cH:11][cH:12][cH:13]2)[CH2:2][CH2:3]1. Starting materials: coumarins, COC1=CC=C2C=C(C(OC2=C1)=O)C(=O)C1=CC=C(C=C1)S(=O)(=O)[O-].[Na+] (sodium 4-(7-methoxy-3-coumarinoyl)benzenesulfonate), COC1=CC=C2C=C(C(OC2=C1)=O)C(=O)C1=CC=C(C(=O)[O-])C=C1.[Na+] (sodium 4-(7-methoxy-3-coumarinoyl)benzoate), C(=O)(C=1C(OC2=CC=C(C=C2C1)C(=O)O)=O)C=1C(OC2=CC=C(C=C2C1)C(=O)O)=O (3,3'-carbonylbis(6-coumarincarboxylic acid)), C1(=CC=C(C=C1)S(=O)(=O)[O-])C.COC1=CC=C2C=C(C(OC2=C1)=O)C(=O)C=1C=[N+](C=CC1)C (3-(7-methoxy-3-coumarinoyl)-1-methylpyridinium p-toluenesulfonate), FS(=O)(=O)[O-].COC1=CC=C2C=C(C(OC2=C1)=O)C(=O)C1=CC=C([N+](C)(C)C)C=C1 (4-(7-methoxy-3-coumarinoyl)-N,N,N-trimethylanilinium fluorosulfonate), 3,3'-carbonylbis(sodium 6-coumarincarboxylate). Solvent: O (water). Product: C(=O)(C=1C(OC2=CC(=CC(=C2C1)OC(C)C)OC(C)C)=O)C=1C(OC2=CC(=CC(=C2C1)OC(C)C)OC(C)C)=O (3,3'-carbonylbis(5,7-di-isopropoxycoumarin)). As a reaction SMILES: [C:1]1([CH3:11])[CH:6]=[CH:5][C:4](S([O-])(=O)=O)=[CH:3][CH:2]=1.COC1C=C2C(C=[C:19]([C:25]([C:27]3C=[N+](C)C=CC=3)=[O:26])C(=O)O2)=CC=1.FS([O-])(=O)=O.COC1C=C2C(C=[C:46]([C:52]([C:54]3C=CC([N+](C)(C)C)=CC=3)=[O:53])C(=O)O2)=CC=1.C[O:65][C:66]1[CH:75]=C2C(C=C(C(C3C=CC(C([O-])=O)=CC=3)=O)C(=O)O2)=C[CH:67]=1.[Na+].C[O:90][C:91]1[CH:100]=C2C(C=C(C(C3C=CC(S([O-])(=O)=O)=CC=3)=O)C(=O)O2)=C[CH:92]=1.[Na+].[C:115]([C:131]1[C:132](=[O:144])[O:133][C:134]2[C:139]([CH:140]=1)=[CH:138][C:137](C(O)=O)=[CH:136][CH:135]=2)([C:117]1[C:118](=[O:130])[O:119]C2C(C=1)=CC(C(O)=O)=CC=2)=[O:116]>O>[C:115]([C:131]1[C:132](=[O:144])[O:133][C:134]2[C:139]([CH:140]=1)=[C:138]([O:53][CH:52]([CH3:46])[CH3:54])[CH:137]=[C:136]([O:26][CH:25]([CH3:19])[CH3:27])[CH:135]=2)([C:117]1[C:118](=[O:130])[O:119][C:6]2[C:1]([CH:11]=1)=[C:2]([O:65][CH:66]([CH3:75])[CH3:67])[CH:3]=[C:4]([O:90][CH:91]([CH3:100])[CH3:92])[CH:5]=2)=[O:116] |f:0.1,2.3,4.5,6.7|. Procedure details: A mixture of two or more of any of the above coumarins is useful, as are water-soluble 3-ketocoumarins such as 3-(7-methoxy-3-coumarinoyl)-1-methylpyridinium p-toluenesulfonate; 4-(7-methoxy-3-coumarinoyl)-N,N,N-trimethylanilinium fluorosulfonate; sodium 4-(7-methoxy-3-coumarinoyl)benzoate; sodium 4-(7-methoxy-3-coumarinoyl)benzenesulfonate; 3,3'-carbonylbis(sodium 6-coumarincarboxylate); and 3,3'-carbonylbis(6-coumarincarboxylic acid).